From a dataset of the Open Reaction Database (ORD), a public repository of structured organic reaction records. describe an organic reaction: reactants, conditions, products, and yield Reactants: BrC1=CC=C(C=C1)N1N=C(C=2CCCCC12)CO (1-(4-Bromophenyl)-4,5,6,7-tetrahydro-1H-indazole-3-methanol). The reagents and catalysts are [O-2].[Mn+4].[O-2] (manganese (IV) oxide). Solvent: C1(=CC=CC=C1)C (toluene). Product: BrC1=CC=C(C=C1)N1N=C(C=2CCCCC12)C=O (1-(4-Bromophenyl)-4,5,6,7-tetrahydro-1H-indazole-3-carboxaldehyde). Isolated yield 66.8%. Reaction SMILES: [Br:1][C:2]1[CH:7]=[CH:6][C:5]([N:8]2[C:16]3[CH2:15][CH2:14][CH2:13][CH2:12][C:11]=3[C:10]([CH2:17][OH:18])=[N:9]2)=[CH:4][CH:3]=1>[O-2].[Mn+4].[O-2].C1(C)C=CC=CC=1>[Br:1][C:2]1[CH:3]=[CH:4][C:5]([N:8]2[C:16]3[CH2:15][CH2:14][CH2:13][CH2:12][C:11]=3[C:10]([CH:17]=[O:18])=[N:9]2)=[CH:6][CH:7]=1 |f:1.2.3|. Procedure details: A toluene (150 ml) solution of the compound of Example 77 (3.0 g) was treated with activated manganese (IV) oxide (9.0 g) and azeotropically distilled during 30 minutes. The hot suspension was filtered and the filtrate evaporated to yield pure title compound (1.99 g). A repeat reaction provided 2.0 g. Crystallization of the combined product from acetonitrile gave 3.80 g, m.p. 120°-121° C. Starting materials: C1(CCCCC1)P(C1CCCCC1)C1CCCCC1 (tricyclohexylphosphine), CS(=O)(=O)C1=C(C=C(C=C1)OS(=O)(=O)C(F)(F)F)OC (trifluoro-methanesulfonic acid 4-methanesulfonyl-3-methoxy-phenyl ester), bis(neopentyl glycolate)diboron, [F-].[Cs+] (CsF), N1(CCCCC1)CCOC1=CC=C(OC2=C3C=CC(=CC3=CC=C2OS(=O)(=O)C(F)(F)F)OC(C)=O)C=C1 (acetic acid 5-[4-(2-piperidin-1-yl-ethoxy)-phenoxy]-6-trifluoromethanesulfonyloxy-naphthalen-2-yl ester). Reagents/catalysts: CC(=O)[O-].CC(=O)[O-].[Pd+2] (Pd(OAc)2). Solvent: O (water), CC#N (CH3CN). Reaction conditions: temperature 90 celsius, time 5 minute. The product is CS(=O)(=O)C1=C(C=C(C=C1)C=1C(=C2C=CC(=CC2=CC1)OC(C)=O)OC1=CC=C(C=C1)OCCN1CCCCC1)OC (Acetic Acid 6-(4-methanesulfonyl-3-methoxy-phenyl)-5-[4-(2-piperidin-1-yl-ethoxy)-phenoxy]-naphthalen-2-yl ester). Yield: 32.4%. RXN SMILES: C1(P(C2CCCCC2)C2CCCCC2)CCCCC1.[F-].[Cs+].[N:22]1([CH2:28][CH2:29][O:30][C:31]2[CH:59]=[CH:58][C:34]([O:35][C:36]3[C:45](OS(C(F)(F)F)(=O)=O)=[CH:44][CH:43]=[C:42]4[C:37]=3[CH:38]=[CH:39][C:40]([O:54][C:55](=[O:57])[CH3:56])=[CH:41]4)=[CH:33][CH:32]=2)[CH2:27][CH2:26][CH2:25][CH2:24][CH2:23]1.[CH3:60][S:61]([C:64]1[CH:69]=[CH:68][C:67](OS(C(F)(F)F)(=O)=O)=[CH:66][C:65]=1[O:78][CH3:79])(=[O:63])=[O:62]>CC#N.CC([O-])=O.CC([O-])=O.[Pd+2].O>[CH3:60][S:61]([C:64]1[CH:69]=[CH:68][C:67]([C:45]2[C:36]([O:35][C:34]3[CH:58]=[CH:59][C:31]([O:30][CH2:29][CH2:28][N:22]4[CH2:23][CH2:24][CH2:25][CH2:26][CH2:27]4)=[CH:32][CH:33]=3)=[C:37]3[C:42](=[CH:43][CH:44]=2)[CH:41]=[C:40]([O:54][C:55](=[O:57])[CH3:56])[CH:39]=[CH:38]3)=[CH:66][C:65]=1[O:78][CH3:79])(=[O:63])=[O:62] |f:1.2,6.7.8|. Reported procedure: Combine Pd(OAc)2 (46 mg, 0.20 mmol), tricyclohexylphosphine (95 mg, 0.34 mmol), and CsF (1.85 g, 12.26 mmol) in CH3CN (20 mL) under N2. Stir the reaction mixture for 5 minutes. Add acetic acid 5-[4-(2-piperidin-1-yl-ethoxy)-phenoxy]-6-trifluoromethanesulfonyloxy-naphthalen-2-yl ester (730 mg, 1.36 mmol) and bis(neopentyl glycolate)diboron (460 mg, 2.04 mmol) to the reaction mixture. Heat to 90° C. and stir for about 5 minutes. Add trifluoro-methanesulfonic acid 4-methanesulfonyl-3-methoxy-phenyl... The reactants are CN(C1CC2=C(OC3=C2C=C(C=C3)NC(=O)OC(C)(C)C)CC1)C ((+)-N,N-dimethyl-8-(tert-butoxycarbonyl)amino-1,2,3,4-tetrahydro-2-dibenzofuranamine), FC(C(=O)O)(F)F (trifluoro-acetic acid), FC1=CC=C(C(=O)Cl)C=C1 (4-fluorobenzoyl chloride). Reaction conditions: time 20 minute. Yields the product CN(C1CC2=C(OC3=C2C=C(C=C3)NC(C3=CC=C(C=C3)F)=O)CC1)C ((+)-N-(N,N-Dimethyl-1,2,3,4-tetrahydro-2-aminodibenzofur-8-yl)-4-fluorobenzamide). Isolated yield 60.3%. As a reaction SMILES: [CH3:1][N:2]([CH3:24])[CH:3]1[CH2:23][CH2:22][C:6]2[O:7][C:8]3[CH:13]=[CH:12][C:11]([NH:14][C:15](OC(C)(C)C)=[O:16])=[CH:10][C:9]=3[C:5]=2[CH2:4]1.FC(F)(F)C(O)=O.[F:32][C:33]1[CH:41]=[CH:40][C:36](C(Cl)=O)=[CH:35][CH:34]=1>>[CH3:1][N:2]([CH3:24])[CH:3]1[CH2:23][CH2:22][C:6]2[O:7][C:8]3[CH:13]=[CH:12][C:11]([NH:14][C:15](=[O:16])[C:36]4[CH:40]=[CH:41][C:33]([F:32])=[CH:34][CH:35]=4)=[CH:10][C:9]=3[C:5]=2[CH2:4]1. Procedure: A mixture of 0.090 gm (0.273 mMol) of (+)-N,N-dimethyl-8-(tert-butoxycarbonyl)amino-1,2,3,4-tetrahydro-2-dibenzofuranamine and 1 mL of trifluoro-acetic acid was stirred at room temperature for 20 minutes. The excess trifluoroacetic acid was then removed under reduced pressure. The residue was dissolved in 5 mL of tetrahydrofuran and to this solution were added 1.5 mL of triethylamine followed by 0.05 mL (0.42 mMol) of 4-fluorobenzoyl chloride. After stirring for 1 hour the volatiles were removed...